This data is from the Open Reaction Database (ORD), a public repository of structured organic reaction records. The task is: describe an organic reaction: reactants, conditions, products, and yield Reactants: O=C([O-])O, CCOC(=O)c1c(-c2ccc(OC)cc2)c2cc(OCCNC)ccc2n1Cc1cccc(OC)c1, CN(C)C=O, CCN(C(C)C)C(C)C, Clc1nc2ccccc2o1, [Na+]. Yields the product CCOC(=O)c1c(-c2ccc(OC)cc2)c2cc(OCCN(C)c3nc4ccccc4o3)ccc2n1Cc1cccc(OC)c1. Reaction SMILES: [C:61](=[O:62])([OH:63])[O-:64].[CH3:1][O:2][c:3]1[cH:4][c:5]([CH2:6][n:7]2[c:8]([C:29](=[O:30])[O:31][CH2:32][CH3:33])[c:9](-[c:21]3[cH:22][cH:23][c:24]([O:27][CH3:28])[cH:25][cH:26]3)[c:10]3[cH:11][c:12]([O:16][CH2:17][CH2:18][NH:19][CH3:20])[cH:13][cH:14][c:15]23)[cH:34][cH:35][cH:36]1.[CH3:56][N:57]([CH3:58])[CH:59]=[O:60].[CH:37]([N:38]([CH:39]([CH3:40])[CH3:41])[CH2:42][CH3:43])([CH3:44])[CH3:45].[Cl:46][c:47]1[o:48][c:49]2[c:50]([n:51]1)[cH:52][cH:53][cH:54][cH:55]2.[Na+:65]>>[CH3:1][O:2][c:3]1[cH:4][c:5]([CH2:6][n:7]2[c:8]([C:29](=[O:30])[O:31][CH2:32][CH3:33])[c:9](-[c:21]3[cH:22][cH:23][c:24]([O:27][CH3:28])[cH:25][cH:26]3)[c:10]3[cH:11][c:12]([O:16][CH2:17][CH2:18][N:19]([CH3:20])[c:47]4[o:48][c:49]5[c:50]([n:51]4)[cH:52][cH:53][cH:54][cH:55]5)[cH:13][cH:14][c:15]23)[cH:34][cH:35][cH:36]1. Reactants: Cc1c(O)cccc1Br, [BH3-]C#N, CCOC(=O)C1C(c2ccc(OC)cc2)=NCC1c1ccc2c(c1)OCO2, CCO, Cl, [Na+]. Product: CCOC(=O)C1C(c2ccc3c(c2)OCO3)CNC1c1ccc(OC)cc1. Reaction SMILES: [Br:28][c:29]1[cH:30][cH:31][cH:32][c:33]([OH:34])[c:35]1[CH3:36].[C:37]([BH3-:38])#[N:39].[CH3:1][O:2][c:3]1[cH:4][cH:5][c:6]([C:9]2=[N:10][CH2:11][CH:12]([c:19]3[cH:20][c:21]4[c:22]([cH:23][cH:24]3)[O:25][CH2:26][O:27]4)[CH:13]2[C:14](=[O:15])[O:16][CH2:17][CH3:18])[cH:7][cH:8]1.[CH3:42][CH2:43][OH:44].[ClH:41].[Na+:40]>>[CH3:1][O:2][c:3]1[cH:4][cH:5][c:6]([CH:9]2[NH:10][CH2:11][CH:12]([c:19]3[cH:20][c:21]4[c:22]([cH:23][cH:24]3)[O:25][CH2:26][O:27]4)[CH:13]2[C:14](=[O:15])[O:16][CH2:17][CH3:18])[cH:7][cH:8]1. The reactants are C(C1=CC=CC=C1)OC1=CC=C2C(=N1)NC=N2 (5-(benzyloxy)-3H-imidazo[4,5-b]pyridine), COC1=CC=C(C=C1)B(O)O (4-methoxyphenylboronic acid). Product: COC1=CC=C(C=C1)N1C=NC=2C1=NC(=CC2)O (3-(4-Methoxyphenyl)-3H-imidazo[4,5-b]pyridin-5-ol). RXN SMILES: C([O:8][C:9]1[N:14]=[C:13]2[NH:15][CH:16]=[N:17][C:12]2=[CH:11][CH:10]=1)C1C=CC=CC=1.[CH3:18][O:19][C:20]1[CH:25]=[CH:24][C:23](B(O)O)=[CH:22][CH:21]=1>>[CH3:18][O:19][C:20]1[CH:25]=[CH:24][C:23]([N:15]2[C:13]3=[N:14][C:9]([OH:8])=[CH:10][CH:11]=[C:12]3[N:17]=[CH:16]2)=[CH:22][CH:21]=1. Procedure details: From 5-(benzyloxy)-3H-imidazo[4,5-b]pyridine and 4-methoxyphenylboronic acid, prepared in a similar manner as the one described in Example 1.25, Steps A and B, the title compound was obtained as a white solid. 1H NMR (400 MHz, methanol-d4) δ ppm 3.9 (s, 3H), 6.92 (d, J=8.8 Hz, 1H), 7.16 (d, J=8.8 Hz, 2H), 7.73 (d, J=8.8 Hz, 2H), 8.10 (d, J=8.8 Hz, 1H), 9.20 (s, 1H). Starting materials: solution, C(C)[Al](CC)CC (triethylaluminium), [Cl-].[NH4+] (ammonium chloride), C(CC)OC1=C(C#N)C=CC=C1 (2-propoxybenzonitrile), ice. Solvent: CCCCCC (hexane), C1(=CC=CC=C1)C (toluene). Procedure: 21.41 g (400 ml) of ammonium chloride are suspended in 400 ml of toluene and cooled to from 0 to 5° C. 200 ml of a 2M solution of triethylaluminium in hexane are added dropwise, and the mixture is stirred at room temperature until evolution of gas has ceased. 32.2 g (200 mmol) of 2-propoxybenzonitrile are added, and the reaction mixture is then stirred at 80° C. (bath) overnight. The cooled reaction mixture is, with ice-cooling, added to a suspension of 300 g of silica gel and 2.85 ml of ice-col... Reaction SMILES: [Cl-:1].[NH4+:2].C([Al](CC)CC)C.[CH2:10]([O:13][C:14]1[CH:21]=[CH:20][CH:19]=[CH:18][C:15]=1[C:16]#[N:17])[CH2:11][CH3:12]>C1(C)C=CC=CC=1.CCCCCC>[ClH:1].[CH2:10]([O:13][C:14]1[CH:21]=[CH:20][CH:19]=[CH:18][C:15]=1[C:16]([NH2:2])=[NH:17])[CH2:11][CH3:12] |f:0.1,6.7|. Product: Cl.C(CC)OC1=C(C(=N)N)C=CC=C1 (2-Propoxybenzamidine hydrochloride). Conditions: temperature 2.5 celsius. Starting materials: CO, NN, O=C1c2ccccc2C(=O)N1CCCc1ccccn1. Product: NCCCc1ccccn1. RXN SMILES: [CH3:23][OH:24].[NH2:21][NH2:22].[n:1]1[c:2]([CH2:7][CH2:8][CH2:9][N:10]2[C:11](=[O:12])[c:13]3[c:14]([cH:15][cH:16][cH:17][cH:18]3)[C:19]2=[O:20])[cH:3][cH:4][cH:5][cH:6]1>>[n:1]1[c:2]([CH2:7][CH2:8][CH2:9][NH2:10])[cH:3][cH:4][cH:5][cH:6]1. Starting materials: ClC=1C=CC2=C([C@H](S[C@@H](C(N2CC(C)(C)C)=O)CC#N)C2=CC=CC3=CC=CC=C23)C1 (trans-7-chloro-5-(naphthalen-1-yl)-1-neopentyl-1,2,3,5-tetrahydro-2-oxo-4,1-benzothiazepine-3-acetonitrile), C[Sn](C)(C)N=[N+]=[N-] (trimethyltin azide), C1(=CC=CC=C1)C (toluene). Run in C(C)(=O)OCC (ethyl acetate). Yields the product ClC=1C=CC2=C([C@H](S[C@@H](C(N2CC(C)(C)C)=O)CC2=NN=NN2)C2=CC=CC3=CC=CC=C23)C1 (Trans-7-chloro-5-(naphthalen-1-yl)-1-neopentyl-3-(1H-tetrazol-5-ylmethyl)-1,2,3,5-tetrahydro-4,1-benzothiazepin-2-one). Yield: 71.2%. As a reaction SMILES: [Cl:1][C:2]1[CH:3]=[CH:4][C:5]2[N:11]([CH2:12][C:13]([CH3:16])([CH3:15])[CH3:14])[C:10](=[O:17])[C@@H:9]([CH2:18][C:19]#[N:20])[S:8][C@H:7]([C:21]3[C:30]4[C:25](=[CH:26][CH:27]=[CH:28][CH:29]=4)[CH:24]=[CH:23][CH:22]=3)[C:6]=2[CH:31]=1.C[Sn]([N:36]=[N+:37]=[N-:38])(C)C.C1(C)C=CC=CC=1>C(OCC)(=O)C>[Cl:1][C:2]1[CH:3]=[CH:4][C:5]2[N:11]([CH2:12][C:13]([CH3:14])([CH3:15])[CH3:16])[C:10](=[O:17])[C@@H:9]([CH2:18][C:19]3[NH:38][N:37]=[N:36][N:20]=3)[S:8][C@H:7]([C:21]3[C:30]4[C:25](=[CH:26][CH:27]=[CH:28][CH:29]=4)[CH:24]=[CH:23][CH:22]=3)[C:6]=2[CH:31]=1. Procedure details: A heterogeneous mixture of trans-7-chloro-5-(naphthalen-1-yl)-1-neopentyl-1,2,3,5-tetrahydro-2-oxo-4,1-benzothiazepine-3-acetonitrile (75 mg, 167 μmol), trimethyltin azide (70 mg, 334 μmol) and toluene (2 mL) was heated at reflux for 18 hours. Reaction mixture concentrated under reduced pressure and purified by flash column chromatography (80:15:1 chloroform/methanol/ammonium hydroxide) to yield a clear oil which was taken up in ethyl acetate, washed with 0.5 N hydrochloric acid, dried over anhy... Isolated yield 74.0%. The product is C(=O)(OCC)C1(C(C1=O)C=C)C (1-carboethoxy-1-methylketo-2-vinylcyclopropane). Solvent: C(Cl)Cl (methylene dichloride). Procedure details: To a reactor containing 5.6 g potassium hydroxide and 60 mls. methylene dichloride were added 6.5 g ethyl acetoacetate and 1.33 g ethoxylated (9 E.O.) nonylphenol. The mixture was agitated and 10.7 g 1,4-dibromobutene-2 slowly added while maintaining the temperature at 30°-35° C. The reaction was continued with stirring at 30° C. for one hour after which time 74% yield 1-carboethoxy-1-methylketo-2-vinylcyclopropane was obtained. Similar results are obtained when the reaction is repeated using 1,... RXN SMILES: [OH-].[K+].[C:3]([O:9][CH2:10][CH3:11])(=[O:8])CC(C)=O.CCCCCCCCC[C:21]1[CH:22]=[CH:23][C:24]([OH:27])=[CH:25][CH:26]=1>C(Cl)Cl>[C:3]([C:25]1([CH3:26])[C:24](=[O:27])[CH:23]1[CH:22]=[CH2:21])([O:9][CH2:10][CH3:11])=[O:8] |f:0.1|. The reactants are [OH-].[K+] (potassium hydroxide), 1,4-dibromobutene-2, CCCCCCCCCC=1C=CC(=CC1)O (nonylphenol), C(CC(=O)C)(=O)OCC (ethyl acetoacetate).